This data is from the Open Reaction Database (ORD), a public repository of structured organic reaction records. The task is: describe an organic reaction: reactants, conditions, products, and yield The reactants are ClCC=1N=CN(C1C)C(C1=CC=CC=C1)(C1=CC=CC=C1)C1=CC=CC=C1 (4-chloromethyl-5-methyl-1-trityl-1H-imidazole), ClC1=CC=C(C=C1)S (4-chlorobenzenethiol). Product: ClC1=CC=C(C=C1)SCC=1N=CNC1C (4-(4-Chloro-phenylsulfanylmethyl)-5-methyl-1H-imidazole). RXN SMILES: Cl[CH2:2][C:3]1[N:4]=[CH:5][N:6](C(C2C=CC=CC=2)(C2C=CC=CC=2)C2C=CC=CC=2)[C:7]=1[CH3:8].[Cl:28][C:29]1[CH:34]=[CH:33][C:32]([SH:35])=[CH:31][CH:30]=1>>[Cl:28][C:29]1[CH:34]=[CH:33][C:32]([S:35][CH2:2][C:3]2[N:4]=[CH:5][NH:6][C:7]=2[CH3:8])=[CH:31][CH:30]=1. Reported procedure: The title compound was prepared in analogy to example 42 using 4-chloromethyl-5-methyl-1-trityl-1H-imidazole (CAS106147-85-7) for the alkylation of 4-chlorobenzenethiol.